Dataset: the Open Reaction Database (ORD), a public repository of structured organic reaction records. Task: describe an organic reaction: reactants, conditions, products, and yield Starting materials: COc1ccc(C2(C)CSc3cc(OC)ccc3C2C#CCCCCCCCO[Si](C)(C)C(C)(C)C)cc1, CCOC(C)=O, CO, C1CCOC1. Yields the product COc1ccc(C2(C)CSc3cc(OC)ccc3C2CCCCCCCCCO[Si](C)(C)C(C)(C)C)cc1. RXN SMILES: [C:1]([CH3:2])([CH3:3])([CH3:4])[Si:5]([O:6][CH2:7][CH2:8][CH2:9][CH2:10][CH2:11][CH2:12][CH2:13][C:14]#[C:15][CH:16]1[C:17]([CH3:28])([c:29]2[cH:30][cH:31][c:32]([O:35][CH3:36])[cH:33][cH:34]2)[CH2:18][S:19][c:20]2[cH:21][c:22]([O:26][CH3:27])[cH:23][cH:24][c:25]21)([CH3:37])[CH3:38].[CH3:44][CH2:45][O:46][C:47](=[O:48])[CH3:49].[CH3:50][OH:51].[O:39]1[CH2:40][CH2:41][CH2:42][CH2:43]1>>[C:1]([CH3:2])([CH3:3])([CH3:4])[Si:5]([O:6][CH2:7][CH2:8][CH2:9][CH2:10][CH2:11][CH2:12][CH2:13][CH2:14][CH2:15][CH:16]1[C:17]([CH3:28])([c:29]2[cH:30][cH:31][c:32]([O:35][CH3:36])[cH:33][cH:34]2)[CH2:18][S:19][c:20]2[cH:21][c:22]([O:26][CH3:27])[cH:23][cH:24][c:25]21)([CH3:37])[CH3:38]. Starting materials: CCOC(=O)C=C(C(=O)OCC)c1ccc2nc(C)ccc2c1, CS(C)=O, C[S+](C)(C)=O, [H-], [I-], [Na+], O. Product: CCOC(=O)C1CC1(C(=O)OCC)c1ccc2nc(C)ccc2c1. As a reaction SMILES: [CH2:9]([CH3:10])[O:11][C:12]([C:13](=[CH:14][C:15](=[O:16])[O:17][CH2:18][CH3:19])[c:20]1[cH:21][c:22]2[cH:23][cH:24][c:25]([CH3:30])[n:26][c:27]2[cH:28][cH:29]1)=[O:31].[CH3:33][S:34]([CH3:35])=[O:36].[CH3:4][S+:5]([CH3:6])([CH3:7])=[O:8].[H-:1].[I-:3].[Na+:2].[OH2:32]>>[CH2:4]1[C:13]([C:12]([O:11][CH2:9][CH3:10])=[O:31])([c:20]2[cH:21][c:22]3[cH:23][cH:24][c:25]([CH3:30])[n:26][c:27]3[cH:28][cH:29]2)[CH:14]1[C:15](=[O:16])[O:17][CH2:18][CH3:19].